From a dataset of the Open Reaction Database (ORD), a public repository of structured organic reaction records. describe an organic reaction: reactants, conditions, products, and yield Reactants: FC(C=1C=C(C=C(C1)C(F)(F)F)[C@@H]1[C@@H](N(C(O1)=O)CC1=NC(=NC=C1Br)SC)C)(F)F ((4S,5R)-5-[3,5-bis(trifluoromethyl)phenyl]-3-{[5-bromo-2-(methylthio)pyrimidin-4-yl]methyl}-4-methyl-1,3-oxazolidin-2-one), FC(C=1C=C(C=C(C1)C(F)(F)F)[C@@H]1[C@@H](N(C(O1)=O)CC1=NC(=NC=C1Br)SC)C)(F)F ((4S,5R)-5-[3,5-bis(trifluoromethyl)phenyl]-3-{[5-bromo-2-(methylthio)pyrimidin-4-yl]methyl}-4-methyl-1,3-oxazolidin-2-one), FC1=C(C=C(C(=C1)OC)B1OC(C(O1)(C)C)(C)C)C1=C(C=C(C=C1)C(=O)OC)C (methyl 2′-fluoro-4′-methoxy-2-methyl-5′-(4,4,5,5-tetramethyl-1,3,2-dioxaborolan-2-yl)biphenyl-4-carboxylate), C(=O)([O-])[O-].[K+].[K+] (K2CO3), O1CCOCC1 (1,4-dioxane). Reagents/catalysts: ClCCl.[Pd](Cl)Cl.C1(=CC=CC=C1)P([C-]1C=CC=C1)C1=CC=CC=C1.[C-]1(C=CC=C1)P(C1=CC=CC=C1)C1=CC=CC=C1.[Fe+2] (1,1′-bis(diphenylphosphino) ferrocene-palladium dichloride dichloromethane). Solvent: [Cl-].[Na+].O (brine). Product: FC(C=1C=C(C=C(C1)C(F)(F)F)[C@@H]1[C@@H](N(C(O1)=O)CC1=NC(=NC=C1C=1C(=CC(=C(C1)C1=C(C=C(C=C1)C(=O)OC)C)F)OC)SC)C)(F)F (Methyl 5′-[4-({(4S,5R)-5-[3,5-bis(trifluoromethyl)phenyl]-4-methyl-2-oxo-1,3-oxazolidin-3-yl}methyl)-2-(methylthio)pyrimidin-5-yl]-2′-fluoro-4′-methoxy-2-methylbiphenyl-4-carboxylate). RXN SMILES: [F:1][C:2]([F:31])([F:30])[C:3]1[CH:4]=[C:5]([C@H:13]2[O:17][C:16](=[O:18])[N:15]([CH2:19][C:20]3[C:25](Br)=[CH:24][N:23]=[C:22]([S:27][CH3:28])[N:21]=3)[C@H:14]2[CH3:29])[CH:6]=[C:7]([C:9]([F:12])([F:11])[F:10])[CH:8]=1.[F:32][C:33]1[CH:38]=[C:37]([O:39][CH3:40])[C:36](B2OC(C)(C)C(C)(C)O2)=[CH:35][C:34]=1[C:50]1[CH:55]=[CH:54][C:53]([C:56]([O:58][CH3:59])=[O:57])=[CH:52][C:51]=1[CH3:60].C([O-])([O-])=O.[K+].[K+].O1CCOCC1>[Cl-].[Na+].O.ClCCl.[Pd](Cl)Cl.C1(P(C2C=CC=CC=2)[C-]2C=CC=C2)C=CC=CC=1.[C-]1(P(C2C=CC=CC=2)C2C=CC=CC=2)C=CC=C1.[Fe+2]>[F:1][C:2]([F:31])([F:30])[C:3]1[CH:4]=[C:5]([C@H:13]2[O:17][C:16](=[O:18])[N:15]([CH2:19][C:20]3[C:25]([C:36]4[C:37]([O:39][CH3:40])=[CH:38][C:33]([F:32])=[C:34]([C:50]5[CH:55]=[CH:54][C:53]([C:56]([O:58][CH3:59])=[O:57])=[CH:52][C:51]=5[CH3:60])[CH:35]=4)=[CH:24][N:23]=[C:22]([S:27][CH3:28])[N:21]=3)[C@H:14]2[CH3:29])[CH:6]=[C:7]([C:9]([F:12])([F:11])[F:10])[CH:8]=1 |f:2.3.4,6.7.8,9.10.11.12.13|. Reported procedure: (4S,5R)-5-[3,5-bis(trifluoromethyl)phenyl]-3-{[5-bromo-2-(methylthio)pyrimidin-4-yl]methyl}-4-methyl-1,3-oxazolidin-2-one (INTERMEDIATE 38, 158.7 mg, 0.299 mmol), methyl 2′-fluoro-4′-methoxy-2-methyl-5′-(4,4,5,5-tetramethyl-1,3,2-dioxaborolan-2-yl)biphenyl-4-carboxylate (144 mg, 0.359 mmol), K2CO3 (0-329 mL, 0.658 mmol), 1,1′-bis(diphenylphosphino) ferrocene-palladium dichloride dichloromethane adduct (36.7 mg, 0.045 mmol) and 1,4-dioxane (7 mL) were sealed in a microwave vessel and subjected to... The reactants are CCn1c(C)c(C2=CC(c3c(C)n(CC)c4ccccc34)C(=O)O2)c2ccccc21, CCn1c(C)cc2ccccc21, CC(=O)OC(C)=O, OO. The product is CCn1c(C)c(C2=CC(c3c(C)n(CC)c4ccccc34)(c3c(C)n(CC)c4ccccc34)OC2=O)c2ccccc21. RXN SMILES: [CH2:1]([CH3:2])[n:3]1[c:4]([CH3:30])[c:5]([CH:12]2[C:13](=[O:29])[O:14][C:15]([c:17]3[c:18]([CH3:28])[n:19]([CH2:26][CH3:27])[c:20]4[cH:21][cH:22][cH:23][cH:24][c:25]34)=[CH:16]2)[c:6]2[cH:7][cH:8][cH:9][cH:10][c:11]12.[CH2:31]([CH3:32])[n:33]1[c:34]([CH3:42])[cH:35][c:36]2[cH:37][cH:38][cH:39][cH:40][c:41]12.[CH3:45][C:46]([O:47][C:48](=[O:49])[CH3:50])=[O:51].[OH:43][OH:44]>>[CH2:1]([CH3:2])[n:3]1[c:4]([CH3:30])[c:5]([C:12]2=[CH:16][C:15]([c:17]3[c:18]([CH3:28])[n:19]([CH2:26][CH3:27])[c:20]4[cH:21][cH:22][cH:23][cH:24][c:25]34)([c:35]3[c:34]([CH3:42])[n:33]([CH2:31][CH3:32])[c:41]4[c:36]3[cH:37][cH:38][cH:39][cH:40]4)[O:14][C:13]2=[O:29])[c:6]2[cH:7][cH:8][cH:9][cH:10][c:11]12. The reactants are [C-]#N, CCO, O=C(CCl)Nc1cccc(-c2cnc3ccccc3n2)c1, [Na+], O. Yields the product N#CCC(=O)Nc1cccc(-c2cnc3ccccc3n2)c1. RXN SMILES: [C-:22]#[N:23].[CH3:26][CH2:27][OH:28].[Cl:1][CH2:2][C:3](=[O:4])[NH:5][c:6]1[cH:7][c:8](-[c:12]2[n:13][c:14]3[cH:15][cH:16][cH:17][cH:18][c:19]3[n:20][cH:21]2)[cH:9][cH:10][cH:11]1.[Na+:24].[OH2:25]>>[CH2:2]([C:3](=[O:4])[NH:5][c:6]1[cH:7][c:8](-[c:12]2[n:13][c:14]3[cH:15][cH:16][cH:17][cH:18][c:19]3[n:20][cH:21]2)[cH:9][cH:10][cH:11]1)[C:22]#[N:23].